Dataset: the Open Reaction Database (ORD), a public repository of structured organic reaction records. Task: describe an organic reaction: reactants, conditions, products, and yield Reactants: resultant mixture, C(C1=CC=CC=C1)N1C(=NC2=C1C=C(C=C2)F)[C@H](C)N ((S)-1-(1-benzyl-6-fluoro-1H-benzoimidazol-2-yl)ethylamine), NC1=NC=NC(=C1C#N)Cl (4-amino-6-chloropyrimidine-5-carbonitrile), CCN(C(C)C)C(C)C (DIPEA). Solvent: CC(C)O (IPA). Reaction conditions: temperature 90 celsius. Product: NC1=NC=NC(=C1C#N)N[C@@H](C)C1=NC2=C(N1CC1=CC=CC=C1)C=C(C=C2)F (4-amino-6-[[(1S)-1-(1-benzyl-6-fluoro-benzimidazol-2-yl)ethyl]amino]pyrimidine-5-carbonitrile). Yield: 35.6%. Reaction SMILES: [CH2:1]([N:8]1[C:12]2[CH:13]=[C:14]([F:17])[CH:15]=[CH:16][C:11]=2[N:10]=[C:9]1[C@@H:18]([NH2:20])[CH3:19])[C:2]1[CH:7]=[CH:6][CH:5]=[CH:4][CH:3]=1.[NH2:21][C:22]1[C:27]([C:28]#[N:29])=[C:26](Cl)[N:25]=[CH:24][N:23]=1.CCN(C(C)C)C(C)C>CC(O)C>[NH2:21][C:22]1[C:27]([C:28]#[N:29])=[C:26]([NH:20][C@H:18]([C:9]2[N:8]([CH2:1][C:2]3[CH:3]=[CH:4][CH:5]=[CH:6][CH:7]=3)[C:12]3[CH:13]=[C:14]([F:17])[CH:15]=[CH:16][C:11]=3[N:10]=2)[CH3:19])[N:25]=[CH:24][N:23]=1. Reported procedure: A mixture of (S)-1-(1-benzyl-6-fluoro-1H-benzoimidazol-2-yl)ethylamine (320 mg, 1.19 mmol), 4-amino-6-chloropyrimidine-5-carbonitrile (184 mg, 1.19 mmol) and DIPEA (1.06 mL, 5.95 mmol) in IPA (5 mL) was heated at 90° C. in a sealed vial overnight. The resultant mixture was allowed to cool to RT and then concentrated in vacuo. The residue was purified by column chromatography (silica gel, gradient 0-10% [2M NH3 in MeOH] in DCM) to afford 394 as a white solid (164 mg, 36%). LCMS (Method K): RT 3.5... The reactants are BrBr, CC(=O)O, Nc1ccc2ncn(C3CCCC3)c2c1. Yields the product Nc1ccc2ncn(C3CCCC3)c2c1Br. As a reaction SMILES: [Br:16][Br:17].[C:18]([OH:19])(=[O:20])[CH3:21].[CH:1]1([n:6]2[cH:7][n:8][c:9]3[c:10]2[cH:11][c:12]([NH2:15])[cH:13][cH:14]3)[CH2:2][CH2:3][CH2:4][CH2:5]1>>[CH:1]1([n:6]2[cH:7][n:8][c:9]3[c:10]2[c:11]([Br:16])[c:12]([NH2:15])[cH:13][cH:14]3)[CH2:2][CH2:3][CH2:4][CH2:5]1. As a reaction SMILES: [Br:1][c:2]1[cH:3][c:4]([CH:13]([C:14]([CH3:15])([CH3:16])[CH3:17])[OH:18])[c:5]2[c:6]([cH:12]1)[C:7]([CH3:10])([CH3:11])[CH2:8][O:9]2.[CH2:22]([SiH:23]([CH2:24][CH3:25])[CH2:26][CH3:27])[CH3:28].[CH3:36][CH2:37][CH2:38][CH2:39][CH2:40][CH3:41].[CH3:42][CH2:43][O:44][C:45](=[O:46])[CH3:47].[Cl:19][CH2:20][Cl:21].[OH:29][C:30]([C:31]([F:32])([F:33])[F:34])=[O:35]>>[Br:1][c:2]1[cH:3][c:4]([CH2:13][C:14]([CH3:15])([CH3:16])[CH3:17])[c:5]2[c:6]([cH:12]1)[C:7]([CH3:10])([CH3:11])[CH2:8][O:9]2. Reactants: CC1(C)COc2c(C(O)C(C)(C)C)cc(Br)cc21, CC[SiH](CC)CC, CCCCCC, CCOC(C)=O, ClCCl, O=C(O)C(F)(F)F. Product: CC(C)(C)Cc1cc(Br)cc2c1OCC2(C)C.